From a dataset of the Open Reaction Database (ORD), a public repository of structured organic reaction records. describe an organic reaction: reactants, conditions, products, and yield The reactants are FC1=C(C=C(C=C1)OC)C1=C(C=C(C=C1)O)CC(C#N)(C)C (3-(2′-fluoro-4-hydroxy-5′-methoxybiphenyl-2-yl)-2,2-dimethylpropanenitrile), C1(CC1)C(CC(=O)OCC)C1=CC(=NC=C1)CO (ethyl 3-cyclopropyl-3-(2-(hydroxymethyl)pyridin-4-yl)propanoate), C(CCC)P(CCCC)CCCC (tributylphosphine), N(=NC(=O)N1CCCCC1)C(=O)N1CCCCC1 (1,1′-(azodicarbonyl)dipiperidine). The solvent is C1(=CC=CC=C1)C (toluene), CCCCCC (Hexane). Run at time 3 hour. Yields the product C(#N)C(CC1=C(C=CC(=C1)OCC1=NC=CC(=C1)C(CC(=O)OCC)C1CC1)C1=C(C=CC(=C1)OC)F)(C)C (ethyl 3-(2-(((2-(2-cyano-2-methylpropyl)-2′-fluoro-5′-methoxybiphenyl-4-yl)oxy)methyl)pyridin-4-yl)-3-cyclopropylpropanoate). The yield is 87.4%. As a reaction SMILES: [F:1][C:2]1[CH:7]=[CH:6][C:5]([O:8][CH3:9])=[CH:4][C:3]=1[C:10]1[CH:15]=[CH:14][C:13]([OH:16])=[CH:12][C:11]=1[CH2:17][C:18]([CH3:22])([CH3:21])[C:19]#[N:20].[CH:23]1([CH:26]([C:33]2[CH:38]=[CH:37][N:36]=[C:35]([CH2:39]O)[CH:34]=2)[CH2:27][C:28]([O:30][CH2:31][CH3:32])=[O:29])[CH2:25][CH2:24]1.C(P(CCCC)CCCC)CCC.N(C(N1CCCCC1)=O)=NC(N1CCCCC1)=O>C1(C)C=CC=CC=1.CCCCCC>[C:19]([C:18]([CH3:22])([CH3:21])[CH2:17][C:11]1[CH:12]=[C:13]([O:16][CH2:39][C:35]2[CH:34]=[C:33]([CH:26]([CH:23]3[CH2:24][CH2:25]3)[CH2:27][C:28]([O:30][CH2:31][CH3:32])=[O:29])[CH:38]=[CH:37][N:36]=2)[CH:14]=[CH:15][C:10]=1[C:3]1[CH:4]=[C:5]([O:8][CH3:9])[CH:6]=[CH:7][C:2]=1[F:1])#[N:20]. Procedure: To a solution of 3-(2′-fluoro-4-hydroxy-5′-methoxybiphenyl-2-yl)-2,2-dimethylpropanenitrile (151 mg), ethyl 3-cyclopropyl-3-(2-(hydroxymethyl)pyridin-4-yl)propanoate (168 mg) and tributylphosphine (0.25 mL) in toluene (5.0 mL) was added 1,1′-(azodicarbonyl)dipiperidine (256 mg), and the mixture was stirred at room temperature for 3 hr. Hexane was added to the reaction mixture, and the mixture was filtered through celite. The filtrate was concentrated under reduced pressure and the residue was pu... Reactants: C(C1=CC=CC=C1)(=O)NC1=CC=C(C=C1)C1=CC=C2CN(C(C2=C1)=O)[C@H](C(=O)OC)C(C)C ((S)-Methyl 2-(6-(4-benzamidophenyl)-1-oxoisoindolin-2-yl)-3-methylbutanoate), NC1=CC=C(C=C1)C1=CC=C2CN(C(C2=C1)=O)[C@H](C(=O)OC)C(C)C ((S)-Methyl 2-(6-(4-aminophenyl)-1-oxoisoindolin-2-yl)-3-methylbutanoate), FC=1C=C(C(=O)Cl)C=CC1F (3,4-difluoro benzoyl chloride). Yields the product FC=1C=C(C(=O)NC2=CC=C(C=C2)C2=CC=C3CN(C(C3=C2)=O)[C@H](C(=O)OC)C(C)C)C=CC1F ((S)-Methyl 2-(6-(4-(3,4-difluorobenzamido)phenyl)-1-oxoisoindolin-2-yl)-3-methylbutanoate). The yield is 85.0%. As a reaction SMILES: C(NC1C=CC(C2C=C3C(CN([C@@H](C(C)C)C(OC)=O)C3=O)=CC=2)=CC=1)(=O)C1C=CC=CC=1.[NH2:34][C:35]1[CH:40]=[CH:39][C:38]([C:41]2[CH:49]=[C:48]3[C:44]([CH2:45][N:46]([C@@H:51]([CH:56]([CH3:58])[CH3:57])[C:52]([O:54][CH3:55])=[O:53])[C:47]3=[O:50])=[CH:43][CH:42]=2)=[CH:37][CH:36]=1.[F:59][C:60]1[CH:61]=[C:62]([CH:66]=[CH:67][C:68]=1[F:69])[C:63](Cl)=[O:64]>>[F:59][C:60]1[CH:61]=[C:62]([CH:66]=[CH:67][C:68]=1[F:69])[C:63]([NH:34][C:35]1[CH:36]=[CH:37][C:38]([C:41]2[CH:49]=[C:48]3[C:44]([CH2:45][N:46]([C@@H:51]([CH:56]([CH3:58])[CH3:57])[C:52]([O:54][CH3:55])=[O:53])[C:47]3=[O:50])=[CH:43][CH:42]=2)=[CH:39][CH:40]=1)=[O:64]. Procedure details: The compound of example 139 was prepared analogous to compound of example 97 by reaction of compound of example 6 with 3,4-difluoro benzoyl chloride. The reactants are C[C@]1(C([C@@H](CC1)C(=O)O)(C)C)C(=O)O ((1S,3R)-1,2,2-trimethylcyclopentane-1,3-dicarboxylic acid), S(=O)(Cl)Cl (thionyl chloride), CO (methanol), [OH-].[Na+] (NaOH), O (water). Reaction conditions: temperature -78 celsius, time 30 minute. Yields the product COC(=O)[C@H]1C([C@](CC1)(C(=O)O)C)(C)C ((1S,3R)-3-(methoxycarbonyl)-1,2,2-trimethylcyclopentanecarboxylic acid). The yield is 98.0%. As a reaction SMILES: [CH3:1][C@:2]1([C:12]([OH:14])=[O:13])[CH2:6][CH2:5][C@@H:4]([C:7]([OH:9])=[O:8])[C:3]1([CH3:11])[CH3:10].S(Cl)(Cl)=O.O.[OH-].[Na+].[CH3:22]O>>[CH3:22][O:8][C:7]([C@@H:4]1[CH2:5][CH2:6][C@:2]([CH3:1])([C:12]([OH:14])=[O:13])[C:3]1([CH3:10])[CH3:11])=[O:9] |f:3.4|. Procedure details: To a solution of (1S,3R)-1,2,2-trimethylcyclopentane-1,3-dicarboxylic acid (5.1 g, 25.5 mmol) in methanol (63.7 ml) at −78° C. was added thionyl chloride (2.045 ml, 28.0 mmol). After stirring at −78° C. for 30 minutes, the reaction was allowed to warm to room temperature. Stirring was continued for 14 hrs. The reaction mixture was concentrated under reduced pressure, yielding a yellow oil. The oil was taken into water. The solution was adjusted to pH 12 with 1.0 N NaOH and was washed with ethyl ... The reactants are alcohol, ClC1=C(C=CC(=C1)Cl)C1(OCC(C1)O)CCl (2-(2,4-dichlorophenyl)-4-hydroxy-2-chloromethyltetrahydrofuran), chromic anhydride. The solvent is C(C)(=O)O (acetic acid). The product is ClC1=C(C=CC(=C1)Cl)C1(OCC(C1)=O)CCl (2-(2,4-dichlorophenyl)-2-chloromethyltetrahydrofuran-4-one). As a reaction SMILES: [Cl:1][C:2]1[CH:7]=[C:6]([Cl:8])[CH:5]=[CH:4][C:3]=1[C:9]1([CH2:15][Cl:16])[CH2:13][CH:12]([OH:14])[CH2:11][O:10]1>C(O)(=O)C>[Cl:1][C:2]1[CH:7]=[C:6]([Cl:8])[CH:5]=[CH:4][C:3]=1[C:9]1([CH2:15][Cl:16])[CH2:13][C:12](=[O:14])[CH2:11][O:10]1. Procedure details: The oily residue obtained in stage a) is then heated in toluene (100 cc) and butanol (200 cc) in the presence of paratoluenesulphonic acid (0.5 g), with the separation of the water formed. After evaporating the reaction medium, the residue is chromatographed on a silica column (40:60 ethyl acetate/heptane eluant) to obtain a colourless oil (14.5 g) corresponding to a mixture of alcohol diastereoisomers, namely 2-(2,4-dichlorophenyl)-4-hydroxy-2-chloromethyltetrahydrofuran. This product is direct... The reactants are C[Si](C)(C)[N-][Si](C)(C)C.[K+] (KHMDS), C(#N)C1CCN(CC1)C(=O)OC(C)(C)C (tert-butyl 4-cyanopiperidine-1-carboxylate), solution, C[Si](C)(C)[N-][Si](C)(C)C.[K+] (KHMDS), C1(=CC=CC=C1)C (toluene), [OH-].[Na+] (NaOH), N1(CCOCC1)C(=O)Cl (morpholine-4-carbonyl chloride). Solvent: C1CCOC1 (THF). The product is C(#N)C1(CCN(CC1)C(=O)OC(C)(C)C)C(=O)N1CCOCC1 (tert-Butyl 4-cyano-4-(morpholin-4-ylcarbonyl)piperidine-1-carboxylate). RXN SMILES: [C:1]([CH:3]1[CH2:8][CH2:7][N:6]([C:9]([O:11][C:12]([CH3:15])([CH3:14])[CH3:13])=[O:10])[CH2:5][CH2:4]1)#[N:2].C[Si]([N-][Si](C)(C)C)(C)C.[K+].C1(C)C=CC=CC=1.[N:33]1([C:39](Cl)=[O:40])[CH2:38][CH2:37][O:36][CH2:35][CH2:34]1.[OH-].[Na+]>C1COCC1>[C:1]([C:3]1([C:39]([N:33]2[CH2:38][CH2:37][O:36][CH2:35][CH2:34]2)=[O:40])[CH2:8][CH2:7][N:6]([C:9]([O:11][C:12]([CH3:15])([CH3:14])[CH3:13])=[O:10])[CH2:5][CH2:4]1)#[N:2] |f:1.2,5.6|. Reported procedure: To a solution of tert-butyl 4-cyanopiperidine-1-carboxylate (9.46 g, 45 mmole) in dry THF (60 mL) was added 0.5M solution of KHMDS in toluene (100 Ml, 50 mmole) at −78° C. under argon with stirring. After addition of KHMDS, the reaction mixture was stirred for 1 h at −78° C. After this time, morpholine-4-carbonyl chloride (7.48 g, 50 mmole) was added. The resultant reaction mixture was stirred for 1 h at −78° C. and then 1 h at room temperature. The reaction mixture was then treated with cooled ...